Dataset: the Open Reaction Database (ORD), a public repository of structured organic reaction records. Task: describe an organic reaction: reactants, conditions, products, and yield The reactants are [N+](=O)([O-])C=1C=C(C(=CC1C)C)N1C(=C(C(C(=C1)Cl)=O)C(=O)OC)C (1-(3'-nitro-4',6'-dimethylphenyl)-5-chloro-3-methoxycarbonyl-2-methyl-4-pyridone). Reagents/catalysts: [Ni] (Ni). Run in CN(C=O)C (dimethylformamide). The product is NC=1C=C(C(=CC1C)C)N1C(=C(C(C(=C1)Cl)=O)C(=O)OC)C (1-(3'-amino-4',6'-dimethylphenyl)-5-chloro-3-methoxycarbonyl-2-methyl-4-pyridone). Isolated yield 98.0%. RXN SMILES: [N+:1]([C:4]1[CH:5]=[C:6]([N:12]2[CH:17]=[C:16]([Cl:18])[C:15](=[O:19])[C:14]([C:20]([O:22][CH3:23])=[O:21])=[C:13]2[CH3:24])[C:7]([CH3:11])=[CH:8][C:9]=1[CH3:10])([O-])=O>CN(C)C=O.[Ni]>[NH2:1][C:4]1[CH:5]=[C:6]([N:12]2[CH:17]=[C:16]([Cl:18])[C:15](=[O:19])[C:14]([C:20]([O:22][CH3:23])=[O:21])=[C:13]2[CH3:24])[C:7]([CH3:11])=[CH:8][C:9]=1[CH3:10]. Reported procedure: 14.7 g (0.042 mol) 1-(3'-nitro-4',6'-dimethylphenyl)-5-chloro-3-methoxycarbonyl-2-methyl-4-pyridone are dissolved in 450 ml dimethylformamide and, after adding of 1.5 g Raney-Ni hydrogenated at normal pressure and 20°-25° C. The catalyst is filtered off and the filtrate is concentrated by evaporation of the solvent. Cristallisation of the residue from ethanol yields 13.2 g (98%) 1-(3'-amino-4',6'-dimethylphenyl)-5-chloro-3-methoxycarbonyl-2-methyl-4-pyridone, mp. 215° C.